From a dataset of the Open Reaction Database (ORD), a public repository of structured organic reaction records. describe an organic reaction: reactants, conditions, products, and yield Reactants: C1C(CC2=CC=CC=C12)=O (2-indanone), C(C#C)N (propargylamine), Intermediates 1. Product: N1=C2C(=CC=C1)C=1C=CC=CC1C2 (9H-indeno[2,1-b]pyridine). Yield: 56.0%. Reaction SMILES: [CH2:1]1[C:9]2[C:4](=[CH:5][CH:6]=[CH:7][CH:8]=2)[CH2:3][C:2]1=O.[CH2:11]([NH2:14])[C:12]#[CH:13]>>[N:14]1[CH:11]=[CH:12][CH:13]=[C:1]2[C:9]3[CH:8]=[CH:7][CH:6]=[CH:5][C:4]=3[CH2:3][C:2]=12. Reported procedure: The title compound is prepared from 2-indanone and propargylamine following a procedure analogous to that described in Step 1 of Intermediates 1 and 2. Yield: 56% of theory; Mass spectrum (ESI+): m/z=168 [M+H]+. Reactants: Nc1c(O)ccc(Cl)c1C(F)(F)F, O, O=C(O)c1ccncc1, c1ccncc1. The product is O=C(Nc1c(O)ccc(Cl)c1C(F)(F)F)c1ccncc1. RXN SMILES: [NH2:1][c:2]1[c:3]([OH:13])[cH:4][cH:5][c:6]([Cl:12])[c:7]1[C:8]([F:9])([F:10])[F:11].[OH2:29].[OH:14][C:15](=[O:16])[c:17]1[cH:18][cH:19][n:20][cH:21][cH:22]1.[cH:23]1[cH:24][cH:25][n:26][cH:27][cH:28]1>>[NH:1]([c:2]1[c:3]([OH:13])[cH:4][cH:5][c:6]([Cl:12])[c:7]1[C:8]([F:9])([F:10])[F:11])[C:15](=[O:14])[c:17]1[cH:18][cH:19][n:20][cH:21][cH:22]1. Starting materials: C1=C(N2CCCC2)CCCC1, CCOP([O-])OCC. Yields the product CCOP(=O)(OCC)C1(N2CCCC2)CCCCC1. As a reaction SMILES: [N:1]1([C:6]2=[CH:7][CH2:8][CH2:9][CH2:10][CH2:11]2)[CH2:2][CH2:3][CH2:4][CH2:5]1.[P:12]([O:13][CH2:14][CH3:15])([O:16][CH2:17][CH3:18])[O-:19]>>[N:1]1([C:6]2([P:12]([O:13][CH2:14][CH3:15])([O:16][CH2:17][CH3:18])=[O:19])[CH2:7][CH2:8][CH2:9][CH2:10][CH2:11]2)[CH2:2][CH2:3][CH2:4][CH2:5]1. Reaction SMILES: [Br:1][C:2]1[CH:7]=[C:6]([CH2:8]Br)[CH:5]=[CH:4][C:3]=1[CH2:10]Br.[P:12]([O:19][CH2:20][CH3:21])([O:16]CC)[O:13][CH2:14][CH3:15]>>[Br:1][C:2]1([P:12]([O:13][CH2:14][CH3:15])(=[O:16])[O:19][CH2:20][CH3:21])[C:7]([P:12]([O:19][CH2:20][CH3:21])(=[O:16])[O:13][CH2:14][CH3:15])=[C:6]([CH3:8])[CH:5]=[CH:4][CH:3]1[CH3:10]. Yields the product BrC1(C(C=CC(=C1P(OCC)(=O)OCC)C)C)P(OCC)(=O)OCC (tetraethyl 2-bromo-p-xylenebisphosphonate). Conditions: temperature 180 celsius. Starting materials: BrC1=C(C=CC(=C1)CBr)CBr (2-bromo-α,α′-dibromo-p-xylene), P(OCC)(OCC)OCC (triethyl phosphite). Procedure details: The mixture of 2-bromo-α,α′-dibromo-p-xylene (68) (14.43 g, 0.042 mol) and triethyl phosphite (145 ml) was refluxed at 180° C. overnight. The excess triethyl phosphite was removed under reduced pressure, 60 ml of hexanes was added, the mixture was cooled at −78 ° C. and white solid was formed on vigorous stirring. The solid was collected by rapid filtration, washed three times with 20 ml of cool hexanes, dried in vacuo and isolated in 14.0 g (72.7%) yield as light yellow oil.1H NMR (CDCl3, 500 M... The reactants are C1=CC=CC=2C3=CC=CC=C3CC12 (fluorene), CC(C)([O-])C.[K+] (potassium tert-butoxide), C(C=C)Cl (allyl chloride), CC(C)([O-])C.[K+] (potassium tert-butoxide), CN(C=O)C (N,N-dimethylformamide), C(C=C)Cl (allyl chloride). The solvent is CCCCCC (hexane), O (water), O (water). Reaction conditions: temperature 50 celsius, time 8 hour. The product is C(C=C)C1(C2=CC=CC=C2C=2C=CC=CC12)CC=C (9,9-diallylfluorene). The yield is 86.4%. RXN SMILES: [CH:1]1[C:13]2[CH2:12][C:11]3[C:6](=[CH:7][CH:8]=[CH:9][CH:10]=3)[C:5]=2[CH:4]=[CH:3][CH:2]=1.C[C:15]([CH3:18])([O-])[CH3:16].[K+].CN(C)C=O.[CH2:25](Cl)[CH:26]=[CH2:27]>O.CCCCCC>[CH2:16]([C:12]1([CH2:27][CH:26]=[CH2:25])[C:11]2[CH:10]=[CH:9][CH:8]=[CH:7][C:6]=2[C:5]2[C:13]1=[CH:1][CH:2]=[CH:3][CH:4]=2)[CH:15]=[CH2:18] |f:1.2|. Procedure: There were charged 10 g of fluorene manufactured by Wako Pure Chemical Industries, Ltd. and 10.1 g of potassium tert-butoxide manufactured by Sigma Aldrich Japan Co., Ltd. into a 200 mL round bottom flask, and then 120 mL of dehydrated N,N-dimethylformamide manufactured by Wako Pure Chemical Industries, Ltd. was added to the round bottom flask. While stirring the round bottom flask at 50° C. in an atmosphere of nitrogen, 5.86 mL of allyl chloride manufactured by Kanto Chemical Co., Inc. was adde... Starting materials: [H-].[Na+] (Sodium hydride), C(C)OC1=C(C=C(C=C1)S(=O)(=O)NC1CCC2(C(NC(=N2)C)=O)CC1)C (4-Ethoxy-3-methyl-N-(2-methyl-4-oxo-1,3-diazaspiro[4.5]dec-1-en-8-yl)benzenesulfonamide), BrC(C)C1=CC=CC=C1 ((1-bromoethyl)benzene). The solvent is CN(C)C=O (DMF), CN(C)C=O (DMF), C([O-])(O)=O.[Na+] (sodium bicarbonate). Run at time 5 minute. The product is C(C)OC1=C(C=C(C=C1)S(=O)(=O)NC1CCC2(C(N(C(=N2)C)C(C)C2=CC=CC=C2)=O)CC1)C (4-Ethoxy-3-methyl-N-(2-methyl-4-oxo-3-(1-phenylethyl)-1,3-diazaspiro[4.5]dec-1-en-8-yl)benzenesulfonamide). Isolated yield 55.0%. RXN SMILES: [H-].[Na+].[CH2:3]([O:5][C:6]1[CH:11]=[CH:10][C:9]([S:12]([NH:15][CH:16]2[CH2:27][CH2:26][C:19]3([N:23]=[C:22]([CH3:24])[NH:21][C:20]3=[O:25])[CH2:18][CH2:17]2)(=[O:14])=[O:13])=[CH:8][C:7]=1[CH3:28])[CH3:4].Br[CH:30]([C:32]1[CH:37]=[CH:36][CH:35]=[CH:34][CH:33]=1)[CH3:31]>CN(C=O)C.C(=O)(O)[O-].[Na+]>[CH2:3]([O:5][C:6]1[CH:11]=[CH:10][C:9]([S:12]([NH:15][CH:16]2[CH2:17][CH2:18][C:19]3([N:23]=[C:22]([CH3:24])[N:21]([CH:30]([C:32]4[CH:37]=[CH:36][CH:35]=[CH:34][CH:33]=4)[CH3:31])[C:20]3=[O:25])[CH2:26][CH2:27]2)(=[O:13])=[O:14])=[CH:8][C:7]=1[CH3:28])[CH3:4] |f:0.1,5.6|. Procedure: Sodium hydride (4.74 mg, 0.119 mmol) was added at room temperature to 4-ethoxy-3-methyl-N-(2-methyl-4-oxo-1,3-diazaspiro[4.5]dec-1-en-8-yl)benzenesulfonamide (Example 471, 30 mg, 0.079 mmol) in DMF (988 μl). The reaction was stirred five minutes then a solution of (1-bromoethyl)benzene (16.18 μl, 0.119 mmol) in 200 ul DMF was added and the reaction stirred overnight at room temperature. After 16 hours, LCMS and HPLC indicated approximately 4:1 product:smarting material. The reaction was diluted ... Starting materials: O.FC(S(=O)(=O)[O-])(F)F.[Yb+3].FC(S(=O)(=O)[O-])(F)F.FC(S(=O)(=O)[O-])(F)F (ytterbium (III) trifluoromethanesulfonate hydrate), C1(=CC=CC=C1)OC (anisole), C1(=CC=C(C=C1)C(=O)O)C (para-toluic acid). Run in ClC1=CC=CC=C1 (chlorobenzene). Yields the product COC1=CC=C(C(=O)C2=CC=C(C=C2)C)C=C1 (4-methoxy-4′-methylbenzophenone). The yield is 7.0%. RXN SMILES: [C:1]1([O:7][CH3:8])[CH:6]=[CH:5][CH:4]=[CH:3][CH:2]=1.[C:9]1([CH3:18])[CH:14]=[CH:13][C:12]([C:15](O)=[O:16])=[CH:11][CH:10]=1.O.FC(F)(F)S([O-])(=O)=O.[Yb+3].FC(F)(F)S([O-])(=O)=O.FC(F)(F)S([O-])(=O)=O>ClC1C=CC=CC=1>[CH3:8][O:7][C:1]1[CH:6]=[CH:5][C:4]([C:15]([C:12]2[CH:13]=[CH:14][C:9]([CH3:18])=[CH:10][CH:11]=2)=[O:16])=[CH:3][CH:2]=1 |f:2.3.4.5.6|. Procedure: In like manner to Example 8, anisole and para-toluic acid were reacted together (4 hour reflux) in chlorobenzene in the presence of ytterbium (III) trifluoromethanesulfonate hydrate, to give crude 4-methoxy-4′-methylbenzophenone (0.15 g, 7% yield). Starting materials: NCCc1ccccc1, C1CCOC1, O=C(O)Cc1cccc([N+](=O)[O-])c1, O=S(Cl)Cl. Product: O=C(Cc1cccc([N+](=O)[O-])c1)NCCc1ccccc1. RXN SMILES: [CH2:18]([CH2:19][c:20]1[cH:21][cH:22][cH:23][cH:24][cH:25]1)[NH2:26].[CH2:27]1[O:28][CH2:29][CH2:30][CH2:31]1.[N+:1](=[O:2])([O-:3])[c:4]1[cH:5][c:6]([CH2:10][C:11](=[O:12])[OH:13])[cH:7][cH:8][cH:9]1.[S:14]([Cl:15])([Cl:16])=[O:17]>>[N+:1](=[O:2])([O-:3])[c:4]1[cH:5][c:6]([CH2:10][C:11](=[O:13])[NH:26][CH2:18][CH2:19][c:20]2[cH:21][cH:22][cH:23][cH:24][cH:25]2)[cH:7][cH:8][cH:9]1. Reactants: CS(=O)(=O)OCC1N(CCN(C1)S(=O)(=O)C=1SC=CC1)C1=CC=C(C=C1)C(C(F)(F)F)(C)O ((4-(2-thiophenylsulfonyl)-1-(4-(2,2,2-trifluoro-1-hydroxy-1-methylethyl)phenyl)-2-piperazinyl)methyl methanesulfonate), C[C@@H]1NCCOC1 ((S)-3-methylmorpholine), C([O-])([O-])=O.[K+].[K+] (potassium carbonate). Solvent: C(C)#N (acetonitrile). Conditions: temperature 150 celsius. Product: FC(C(C)(O)C1=CC=C(C=C1)N1C(CN(CC1)S(=O)(=O)C=1SC=CC1)CN1[C@H](COCC1)C)(F)F (1,1,1-trifluoro-2-(4-(2-(((3S)-3-methyl-4-morpholinyl)methyl)-4-(2-thiophenylsulfonyl)-1-piperazinyl)phenyl)-2-propanol). RXN SMILES: CS(O[CH2:6][CH:7]1[CH2:12][N:11]([S:13]([C:16]2[S:17][CH:18]=[CH:19][CH:20]=2)(=[O:15])=[O:14])[CH2:10][CH2:9][N:8]1[C:21]1[CH:26]=[CH:25][C:24]([C:27]([OH:33])([CH3:32])[C:28]([F:31])([F:30])[F:29])=[CH:23][CH:22]=1)(=O)=O.[CH3:34][C@H:35]1[CH2:40][O:39][CH2:38][CH2:37][NH:36]1.C(=O)([O-])[O-].[K+].[K+]>C(#N)C>[F:30][C:28]([F:29])([F:31])[C:27]([C:24]1[CH:25]=[CH:26][C:21]([N:8]2[CH2:9][CH2:10][N:11]([S:13]([C:16]3[S:17][CH:18]=[CH:19][CH:20]=3)(=[O:14])=[O:15])[CH2:12][CH:7]2[CH2:6][N:36]2[CH2:37][CH2:38][O:39][CH2:40][C@@H:35]2[CH3:34])=[CH:22][CH:23]=1)([OH:33])[CH3:32] |f:2.3.4|. Procedure: A 20 mL vial was charged with (4-(2-thiophenylsulfonyl)-1-(4-(2,2,2-trifluoro-1-hydroxy-1-methylethyl)phenyl)-2-piperazinyl)methyl methanesulfonate (75 mg, 0.142 mmol), (S)-3-methylmorpholine (28.7 mg, 0.284 mmol Sigma-Aldrich, St. Louis, Mo.), potassium carbonate (39.2 mg, 0.284 mmol), and acetonitrile (4 mL). The vial was sealed and heated at 150° C. for 90 min in a microwave reactor (Emrys Optimizer Automated Microwave Synthesizer, Uppsala, Sweden). After this time, the mixture was filtered a... As a reaction SMILES: [C:1]([CH3:2])([CH3:3])([CH3:4])[O:5][C:6](=[O:7])[C:8]1([c:14]2[cH:15][cH:16][c:17]([C:18](=[O:19])[OH:20])[cH:21][cH:22]2)[CH2:9][CH2:10][CH2:11][CH2:12][CH2:13]1.[CH3:29][N:30]([CH3:31])[CH:32]=[O:33].[CH3:41][N:42]([CH3:43])[c:44]1[cH:45][cH:46][n:47][cH:48][cH:49]1.[CH:34]([CH3:35])([CH3:36])[OH:37].[Cl:23][C:24]([C:25]([Cl:26])=[O:27])=[O:28].[Cl:38][CH2:39][Cl:40].[cH:50]1[cH:51][cH:52][cH:53][cH:54][cH:55]1>>[C:1]([CH3:2])([CH3:3])([CH3:4])[O:5][C:6](=[O:7])[C:8]1([c:14]2[cH:15][cH:16][c:17]([C:18](=[O:19])[O:20][CH:34]([CH3:35])[CH3:36])[cH:21][cH:22]2)[CH2:9][CH2:10][CH2:11][CH2:12][CH2:13]1. Reactants: CC(C)(C)OC(=O)C1(c2ccc(C(=O)O)cc2)CCCCC1, CN(C)C=O, CN(C)c1ccncc1, CC(C)O, O=C(Cl)C(=O)Cl, ClCCl, c1ccccc1. Yields the product CC(C)OC(=O)c1ccc(C2(C(=O)OC(C)(C)C)CCCCC2)cc1.